This data is from the Open Reaction Database (ORD), a public repository of structured organic reaction records. The task is: describe an organic reaction: reactants, conditions, products, and yield Starting materials: CC[S-], O=[N+]([O-])c1ccccc1CBr, [Na+], CN(C)C=O, O. The product is CCSCc1ccccc1[N+](=O)[O-]. Reaction SMILES: [CH2:17]([CH3:18])[S-:19].[N+:1](=[O:2])([O-:3])[c:4]1[c:5]([CH2:6][Br:7])[cH:8][cH:9][cH:10][cH:11]1.[Na+:20].[O:12]=[CH:13][N:14]([CH3:15])[CH3:16].[OH2:21]>>[N+:1](=[O:2])([O-:3])[c:4]1[c:5]([CH2:6][S:19][CH2:17][CH3:18])[cH:8][cH:9][cH:10][cH:11]1. Starting materials: IC1=C(C=C(C(=O)OC)C=C1)OC (methyl 4-iodo-3-(methyloxy)benzoate), [OH-].[Na+] (sodium hydroxide), O (water). Solvent: CO (methanol). Conditions: temperature 65 celsius. Product: IC1=C(C=C(C(=O)O)C=C1)OC (4-iodo-3-(methyloxy)benzoic acid). As a reaction SMILES: [I:1][C:2]1[CH:11]=[CH:10][C:5]([C:6]([O:8]C)=[O:7])=[CH:4][C:3]=1[O:12][CH3:13].[OH-].[Na+].O>CO>[I:1][C:2]1[CH:11]=[CH:10][C:5]([C:6]([OH:8])=[O:7])=[CH:4][C:3]=1[O:12][CH3:13] |f:1.2|. Reported procedure: A mixture of methyl 4-iodo-3-(methyloxy)benzoate (3.25 g, 0.011 mol), sodium hydroxide (0.48 g, 0.012 mol) and water (30 mL) in methanol (30 mL) was heated in an oil bath at 65° C. for 3 hr. The mixture was concentrated in vacuo to remove the methanol and the aqueous residue was chilled in an ice bath. Concentrated aqueous hydrogen chloride was added until the pH was acidic and the mixture was stirred at ice bath temperature. The resulting solid was filtered, washed with water and dried to give ... The reactants are CO (methanol), O (water), 0, ClC=1C=C(C2=C(N=C(O2)C2=C(C=CC=C2)Cl)C1)CCC(C)O (5-chloro-2-(2-chlorophenyl)-7-(3-hydroxybutyl)-benzoxazole). Run in CC(=O)C (acetone), ClCCl (dichloromethane). Run at time 2.5 hour. Product: ClC=1C=C(C2=C(N=C(O2)C2=C(C=CC=C2)Cl)C1)CCC(C)=O (4-(5-Chloro-2-(2-chlorophenyl)benzoxazol-7-yl)butan-2-one). Isolated yield 65.8%. As a reaction SMILES: [Cl:1][C:2]1[CH:3]=[C:4]([CH2:18][CH2:19][CH:20]([OH:22])[CH3:21])[C:5]2[O:9][C:8]([C:10]3[CH:15]=[CH:14][CH:13]=[CH:12][C:11]=3[Cl:16])=[N:7][C:6]=2[CH:17]=1.CO.O>CC(C)=O.ClCCl>[Cl:1][C:2]1[CH:3]=[C:4]([CH2:18][CH2:19][C:20](=[O:22])[CH3:21])[C:5]2[O:9][C:8]([C:10]3[CH:15]=[CH:14][CH:13]=[CH:12][C:11]=3[Cl:16])=[N:7][C:6]=2[CH:17]=1. Reported procedure: 7.54 ml of Kiliani solution (30.2 mmol of 0) was added over 6 minutes to a solution of 8.80 g (26.2 mmol) of 5-chloro-2-(2-chlorophenyl)-7-(3-hydroxybutyl)-benzoxazole in 90 ml of acetone at −5° to 0° C. After 2.5 hours, 5 ml of methanol and 50 ml of water was added. The acetone was removed in vacuo, the solid suspended, collected, washed with 0.1 N sulfuric acid until colorless and water and dried to give 8.68 g of crude product, which was dissolved in 35 ml of dichloromethane and filtered thro... The reactants are CCCCCC(C)C(C)c1cc(O)c2c(c1)OC(C)(C)C1=C2CN(Cc2ccccc2)CC1, ClCCl, C(=NC1CCCCC1)=NC1CCCCC1, Cl, O=C(O)CCCN1CCOCC1. The product is CCCCCC(C)C(C)c1cc(OC(=O)CCCN2CCOCC2)c2c(c1)OC(C)(C)C1=C2CN(Cc2ccccc2)CC1, Cl. Reaction SMILES: [CH2:1]([c:2]1[cH:3][cH:4][cH:5][cH:6][cH:7]1)[N:8]1[CH2:9][CH2:10][C:11]2=[C:12]([CH2:13]1)[c:14]1[c:15]([cH:20][c:21]([CH:25]([CH3:26])[CH:27]([CH2:28][CH2:29][CH2:30][CH2:31][CH3:32])[CH3:33])[cH:22][c:23]1[OH:24])[O:16][C:17]2([CH3:18])[CH3:19].[CH2:62]([Cl:63])[Cl:64].[CH:47]1([N:48]=[C:49]=[N:50][CH:51]2[CH2:52][CH2:53][CH2:54][CH2:55][CH2:56]2)[CH2:57][CH2:58][CH2:59][CH2:60][CH2:61]1.[ClH:34].[O:35]1[CH2:36][CH2:37][N:38]([CH2:41][CH2:42][CH2:43][C:44](=[O:45])[OH:46])[CH2:39][CH2:40]1>>[CH2:1]([c:2]1[cH:3][cH:4][cH:5][cH:6][cH:7]1)[N:8]1[CH2:9][CH2:10][C:11]2=[C:12]([CH2:13]1)[c:14]1[c:15]([cH:20][c:21]([CH:25]([CH3:26])[CH:27]([CH2:28][CH2:29][CH2:30][CH2:31][CH3:32])[CH3:33])[cH:22][c:23]1[O:24][C:44]([CH2:43][CH2:42][CH2:41][N:38]1[CH2:37][CH2:36][O:35][CH2:40][CH2:39]1)=[O:45])[O:16][C:17]2([CH3:18])[CH3:19].[ClH:34]. The reactants are CCO, CCS(=O)(=O)O, ClC(Cl)Cl, [Na+], [OH-], O, COc1cc2oc(=O)c(CCN3CCN(c4ccccc4OC)CC3)c(C)c2cc1O. The product is CCS(=O)(=O)Oc1cc2c(C)c(CCN3CCN(c4ccccc4OC)CC3)c(=O)oc2cc1OC. RXN SMILES: [CH2:40]([OH:41])[CH3:42].[CH3:34][CH2:35][S:36]([OH:37])(=[O:38])=[O:39].[CH:44]([Cl:45])([Cl:46])[Cl:47].[Na+:33].[OH-:32].[OH2:43].[OH:1][c:2]1[c:3]([O:30][CH3:31])[cH:4][c:5]2[c:6]([c:7]([CH3:28])[c:8]([CH2:12][CH2:13][N:14]3[CH2:15][CH2:16][N:17]([c:20]4[c:21]([O:26][CH3:27])[cH:22][cH:23][cH:24][cH:25]4)[CH2:18][CH2:19]3)[c:9](=[O:11])[o:10]2)[cH:29]1>>[O:1]([c:2]1[c:3]([O:30][CH3:31])[cH:4][c:5]2[c:6]([c:7]([CH3:28])[c:8]([CH2:12][CH2:13][N:14]3[CH2:15][CH2:16][N:17]([c:20]4[c:21]([O:26][CH3:27])[cH:22][cH:23][cH:24][cH:25]4)[CH2:18][CH2:19]3)[c:9](=[O:11])[o:10]2)[cH:29]1)[S:36]([CH2:35][CH3:34])(=[O:37])=[O:38]. The reactants are OCCN(C1=CC(=C(C#N)C=C1)C(F)(F)F)CC(F)(F)F (4-[(2-hydroxyethyl)(2,2,2-trifluoroethyl)amino]-2-(trifluoromethyl)benzonitrile), COC1=CC=C(C=C1)COC1=CC=C(C=N1)O (6-({[4-(Methyloxy)phenyl]methyl}oxy)-3-pyridinol), C1=CC=C(C=C1)P(C2=CC=CC=C2)C3=CC=CC=C3 (PPh3). Product: COC1=CC=C(C=C1)COC1=CC=C(C=N1)OCCN(C1=CC(=C(C#N)C=C1)C(F)(F)F)CC(F)(F)F (4-[(2-{[6-({[4-(Methyloxy)phenyl]methyl}oxy)-3-pyridinyl]oxy}ethyl)(2,2,2-trifluoroethyl)amino]-2-(trifluoromethyl)benzonitrile). RXN SMILES: [OH:1][CH2:2][CH2:3][N:4]([CH2:17][C:18]([F:21])([F:20])[F:19])[C:5]1[CH:12]=[CH:11][C:8]([C:9]#[N:10])=[C:7]([C:13]([F:16])([F:15])[F:14])[CH:6]=1.[CH3:22][O:23][C:24]1[CH:29]=[CH:28][C:27]([CH2:30][O:31][C:32]2[N:37]=[CH:36][C:35](O)=[CH:34][CH:33]=2)=[CH:26][CH:25]=1.C1C=CC(P(C2C=CC=CC=2)C2C=CC=CC=2)=CC=1>>[CH3:22][O:23][C:24]1[CH:29]=[CH:28][C:27]([CH2:30][O:31][C:32]2[N:37]=[CH:36][C:35]([O:1][CH2:2][CH2:3][N:4]([CH2:17][C:18]([F:19])([F:20])[F:21])[C:5]3[CH:12]=[CH:11][C:8]([C:9]#[N:10])=[C:7]([C:13]([F:15])([F:16])[F:14])[CH:6]=3)=[CH:34][CH:33]=2)=[CH:26][CH:25]=1. Reported procedure: Synthesized as described in Example 27B from 4-[(2-hydroxyethyl)(2,2,2-trifluoroethyl)amino]-2-(trifluoromethyl)benzonitrile (Example 15B) and 6-({[4-(methyloxy)phenyl]methyl}oxy)-3-pyridinol (step B above) with the following exceptions: PPh3 was used instead of PBu3, and the reaction was started at 0° C., then allowed to proceed at rt: 1H NMR (400 MHz, CDCl3) δ 7.76 (d, J=3.3 Hz, 1H), 7.68 (d, J=8.9 Hz, 1H), 7.37 (m, 2H; AA′XX′), 7.18 (d, J=2.7 Hz, 1H), 7.15 (dd, J=8.9, 3.1 Hz, 1H), 7.00 (dd, J... The reactants are BrC1=CC=NC=C1 (4-bromopyridine), Cl (hydrochloride), T-MgBr, BrC=1SC=CC1 (2-bromothiophene), [Mg] (magnesium). Reagents/catalysts: Cl[Ni]1([P](CCC[P](C2=CC=CC=C2)1C3=CC=CC=C3)(C4=CC=CC=C4)C5=CC=CC=C5)Cl (Ni(dppp)Cl2). Run in C1CCOC1 (THF). Yields the product N1=CC=C(C=C1)C=1SC=CC1 (2-(4-pyridyl)thiophene). As a reaction SMILES: Br[C:2]1[CH:7]=[CH:6][N:5]=[CH:4][CH:3]=1.Cl.Br[C:10]1[S:11][CH:12]=[CH:13][CH:14]=1.[Mg]>Cl[Ni]1(Cl)[P](C2C=CC=CC=2)(C2C=CC=CC=2)CCC[P]1(C1C=CC=CC=1)C1C=CC=CC=1.C1COCC1>[N:5]1[CH:6]=[CH:7][C:2]([C:10]2[S:11][CH:12]=[CH:13][CH:14]=2)=[CH:3][CH:4]=1 |^1:18,34|. Procedure: To a 500 ml three-necked roundbottom flask was added 200 ml dry THF, 0.54 gr (1 mmol) Ni(dppp)Cl2 and 87 mmol of P-Br, fleshly prepared from 17 gr of the hydrochloride. To this was added T-MgBr, prepared from 14 gr (87 mmol) of T-Br and 2.5 gr (103 mmol) of magnesium. The mixture was refluxed for 20 hours and subsequently quenched with aqueous ammoniumchloride/HCl. About 100 ml of hexane was added and the organic layer extracted three times with dilute hydrochloric acid. Hereafter, the water lay... Starting materials: Brc1ccncc1, O=C([O-])O, Cc1ccccc1, CO, Cl, [Na+], O=[N+]([O-])c1cccc(B(O)O)c1, c1ccc(P(c2ccccc2)(c2ccccc2)[Pd](P(c2ccccc2)(c2ccccc2)c2ccccc2)(P(c2ccccc2)(c2ccccc2)c2ccccc2)P(c2ccccc2)(c2ccccc2)c2ccccc2)cc1. Product: O=[N+]([O-])c1cccc(-c2ccncc2)c1. As a reaction SMILES: [Br:2][c:3]1[cH:4][cH:5][n:6][cH:7][cH:8]1.[C:9](=[O:10])([OH:11])[O-:12].[CH3:26][c:27]1[cH:28][cH:29][cH:30][cH:31][cH:32]1.[CH3:33][OH:34].[ClH:1].[Na+:13].[OH:14][B:15]([c:16]1[cH:17][c:18]([N+:22](=[O:23])[O-:24])[cH:19][cH:20][cH:21]1)[OH:25].[cH:35]1[cH:36][cH:37][c:38]([P:39]([Pd:40]([P:41]([c:42]2[cH:43][cH:44][cH:45][cH:46][cH:47]2)([c:48]2[cH:49][cH:50][cH:51][cH:52][cH:53]2)[c:54]2[cH:55][cH:56][cH:57][cH:58][cH:59]2)([P:60]([c:61]2[cH:62][cH:63][cH:64][cH:65][cH:66]2)([c:67]2[cH:68][cH:69][cH:70][cH:71][cH:72]2)[c:73]2[cH:74][cH:75][cH:76][cH:77][cH:78]2)[P:79]([c:80]2[cH:81][cH:82][cH:83][cH:84][cH:85]2)([c:86]2[cH:87][cH:88][cH:89][cH:90][cH:91]2)[c:92]2[cH:93][cH:94][cH:95][cH:96][cH:97]2)([c:98]2[cH:99][cH:100][cH:101][cH:102][cH:103]2)[c:104]2[cH:105][cH:106][cH:107][cH:108][cH:109]2)[cH:110][cH:111]1>>[c:3]1(-[c:16]2[cH:17][c:18]([N+:22](=[O:23])[O-:24])[cH:19][cH:20][cH:21]2)[cH:4][cH:5][n:6][cH:7][cH:8]1. Reactants: NCCNCC(COC1=C(C=CC=C1)C#N)O (3-(β-aminoethylamino)-1-(2-cyanophenoxy)-2-propanol), CS(=O)(=O)NC1=CC=C(C=C1)CC(=O)OCC (ethyl 4-methanesulphonamidophenylacetate). Yields the product C(#N)C1=C(OCC(CNCCNC(CC2=CC=C(C=C2)NS(=O)(=O)C)=O)O)C=CC=C1 (1-(2-cyanophenoxy)-3-β-(4-methanesulphonamidophenylacetamido)ethylamino-2-propanol). Reaction SMILES: [NH2:1][CH2:2][CH2:3][NH:4][CH2:5][CH:6]([OH:17])[CH2:7][O:8][C:9]1[CH:14]=[CH:13][CH:12]=[CH:11][C:10]=1[C:15]#[N:16].[CH3:18][S:19]([NH:22][C:23]1[CH:28]=[CH:27][C:26]([CH2:29][C:30](OCC)=[O:31])=[CH:25][CH:24]=1)(=[O:21])=[O:20]>>[C:15]([C:10]1[CH:11]=[CH:12][CH:13]=[CH:14][C:9]=1[O:8][CH2:7][CH:6]([OH:17])[CH2:5][NH:4][CH2:3][CH2:2][NH:1][C:30](=[O:31])[CH2:29][C:26]1[CH:25]=[CH:24][C:23]([NH:22][S:19]([CH3:18])(=[O:20])=[O:21])=[CH:28][CH:27]=1)#[N:16]. Procedure details: In a similar manner using 1.2 g. of 3-(β-aminoethylamino)-1-(2-cyanophenoxy)-2-propanol and 1.29 g. of ethyl 4-methanesulphonamidophenylacetate as starting materials there is obtained 1-(2-cyanophenoxy)-3-β-(4-methanesulphonamidophenylacetamido)ethylamino-2-propanol, isolated as its oxalate, m.p. 180°-182° C. after crystallisation from isopropanol.